From a dataset of the Open Reaction Database (ORD), a public repository of structured organic reaction records. describe an organic reaction: reactants, conditions, products, and yield Procedure details: Employing the same general procedure as for the preparation of ethyl 4-[(5,6,7,8-tetrahydro-8,8-dimethyl-5-oxonaphth-2-yl)ethynyl]benzoate (Compound 1), 90 mg (0.3 mmol) of 4-cyclohexyloxy-6-ethynyl-1,2,3,4-tetrahydro-1,1-dimethylnaphthalene (Compound N) was converted into the title compound using 88 mg (0.32 mmol) of ethyl 4-iodobenzoate, 70 mg (0.1 mmol) of bis(triphenylphosphine)palladium(II) chloride and 19 mg (0.1 mmol) of cuprous iodide. Yields the product C1(CCCCC1)OC1C=2C=C(C=CC2C(CC1)(C)C)C#CC1=CC=C(C(=O)OCC)C=C1 (Ethyl 4-[(5-cyclohexyloxy-5,6,7,8-tetrahydro-8,8-dimethyl-naphth-3-yl)ethynyl]benzoate). RXN SMILES: CC1(C)C2C=C(C#C[C:14]3[CH:24]=[CH:23][C:17]([C:18]([O:20][CH2:21][CH3:22])=[O:19])=[CH:16][CH:15]=3)C=CC=2C(=O)CC1.[CH:27]1([O:33][CH:34]2[C:43]3[C:38](=[CH:39][CH:40]=[C:41]([C:44]#[CH:45])[CH:42]=3)[C:37]([CH3:47])([CH3:46])[CH2:36][CH2:35]2)[CH2:32][CH2:31][CH2:30][CH2:29][CH2:28]1>>[CH:27]1([O:33][CH:34]2[CH2:35][CH2:36][C:37]([CH3:47])([CH3:46])[C:38]3[CH:39]=[CH:40][C:41]([C:44]#[C:45][C:14]4[CH:24]=[CH:23][C:17]([C:18]([O:20][CH2:21][CH3:22])=[O:19])=[CH:16][CH:15]=4)=[CH:42][C:43]2=3)[CH2:32][CH2:31][CH2:30][CH2:29][CH2:28]1. Reactants: CC1(CCC(C=2C=CC(=CC12)C#CC1=CC=C(C(=O)OCC)C=C1)=O)C (ethyl 4-[(5,6,7,8-tetrahydro-8,8-dimethyl-5-oxonaphth-2-yl)ethynyl]benzoate), CC1(CCC(C=2C=CC(=CC12)C#CC1=CC=C(C(=O)OCC)C=C1)=O)C (ethyl 4-[(5,6,7,8-tetrahydro-8,8-dimethyl-5-oxonaphth-2-yl)ethynyl]benzoate), C1(CCCCC1)OC1CCC(C2=CC=C(C=C12)C#C)(C)C (4-cyclohexyloxy-6-ethynyl-1,2,3,4-tetrahydro-1,1-dimethylnaphthalene), C1(CCCCC1)OC1CCC(C2=CC=C(C=C12)C#C)(C)C (4-cyclohexyloxy-6-ethynyl-1,2,3,4-tetrahydro-1,1-dimethylnaphthalene). The reactants are N1(CCOCC1)C(=O)N1CC(CC(C1)C1=CC=C(C=C1)C(F)(F)F)C(N)=S (1-(Morpholin-4-ylcarbonyl)-5-[4-(trifluoromethyl)phenyl]piperidine-3-carbothioamide), BrCC(=O)C=1C=NC(=CC1)Cl (2-bromo-1-(6-chloropyridin-3-yl)ethanone). Product: ClC1=CC=C(C=N1)C=1N=C(SC1)C1CN(CC(C1)C1=CC=C(C=C1)C(F)(F)F)C(=O)N1CCOCC1 (4-({3-[4-(6-Chloropyridin-3-yl)-1,3-thiazol-2-yl]-5-[4-(trifluoromethyl)phenyl]piperidin-1-yl}-carbonyl)morpholine). Reaction SMILES: [N:1]1([C:7]([N:9]2[CH2:14][CH:13]([C:15]3[CH:20]=[CH:19][C:18]([C:21]([F:24])([F:23])[F:22])=[CH:17][CH:16]=3)[CH2:12][CH:11]([C:25](=[S:27])[NH2:26])[CH2:10]2)=[O:8])[CH2:6][CH2:5][O:4][CH2:3][CH2:2]1.Br[CH2:29][C:30]([C:32]1[CH:33]=[N:34][C:35]([Cl:38])=[CH:36][CH:37]=1)=O>>[Cl:38][C:35]1[N:34]=[CH:33][C:32]([C:30]2[N:26]=[C:25]([CH:11]3[CH2:12][CH:13]([C:15]4[CH:20]=[CH:19][C:18]([C:21]([F:22])([F:23])[F:24])=[CH:17][CH:16]=4)[CH2:14][N:9]([C:7]([N:1]4[CH2:6][CH2:5][O:4][CH2:3][CH2:2]4)=[O:8])[CH2:10]3)[S:27][CH:29]=2)=[CH:37][CH:36]=1. Procedure details: 100 mg (0.224 mmol) of 1-(morpholin-4-ylcarbonyl)-5-[4-(trifluoromethyl)phenyl]piperidine-3-carbothioamide (Example 53A) and 85 mg (0.269 mmol) of 2-bromo-1-(6-chloropyridin-3-yl)ethanone were reacted according to the General Method 3. Yield: 17 mg (14% of theory) Reactants: Cc1cc2c(c3ccc(=O)[nH]c13)OC(CBr)C2, CN(C)CCS, CN(C)C=O, Cl, O. Product: Cc1cc2c(c3ccc(=O)[nH]c13)OC(CSCCN(C)C)C2. Reaction SMILES: [Br:1][CH2:2][CH:3]1[CH2:4][c:5]2[c:6]([c:7]3[cH:8][cH:9][c:10](=[O:16])[nH:11][c:12]3[c:13]([CH3:15])[cH:14]2)[O:17]1.[CH3:18][N:19]([CH3:20])[CH2:21][CH2:22][SH:23].[CH3:24][N:25]([CH3:26])[CH:27]=[O:28].[ClH:29].[OH2:30]>>[CH2:2]([CH:3]1[CH2:4][c:5]2[c:6]([c:7]3[cH:8][cH:9][c:10](=[O:16])[nH:11][c:12]3[c:13]([CH3:15])[cH:14]2)[O:17]1)[S:23][CH2:22][CH2:21][N:19]([CH3:18])[CH3:20]. The reactants are [BH4-].[Na+] (Sodium borohydride), S1C=CC2=C1C=CC(=C2)C=2C=C(C=O)C=CC2 (3-(1-Benzothien-5-yl)benzaldehyde), C(CC(O)(C(=O)O)CC(=O)O)(=O)O (citric acid). Solvent: O1CCCC1 (tetrahydrofuran), C(C)O (ethanol). The product is S1C=CC2=C1C=CC(=C2)C=2C=C(C=CC2)CO ([3-(1-benzothien-5-yl)phenyl]methanol). Yield: 99.0%. As a reaction SMILES: [S:1]1[C:5]2[CH:6]=[CH:7][C:8]([C:10]3[CH:11]=[C:12]([CH:15]=[CH:16][CH:17]=3)[CH:13]=[O:14])=[CH:9][C:4]=2[CH:3]=[CH:2]1.[BH4-].[Na+].C(O)(=O)CC(CC(O)=O)(C(O)=O)O>C(O)C.O1CCCC1>[S:1]1[C:5]2[CH:6]=[CH:7][C:8]([C:10]3[CH:11]=[C:12]([CH2:13][OH:14])[CH:15]=[CH:16][CH:17]=3)=[CH:9][C:4]=2[CH:3]=[CH:2]1 |f:1.2|. Procedure details: 3-(1-Benzothien-5-yl)benzaldehyde (3.9 g, 16.4 mmol) was dissolved in ethanol (80 mL) and tetrahydrofuran (20 mL), and the mixture was ice-cooled. Sodium borohydride (0.62 g, 16.4 mmol) was added to this solution, and the mixture was stirred under ice-cooling for 3 hr. Aqueous citric acid solution was added to the reaction solution, and the mixture was extracted with ethyl acetate. The extract was washed with aqueous sodium chloride solution, dried over magnesium sulfate and concentrated under r...